This data is from the Open Reaction Database (ORD), a public repository of structured organic reaction records. The task is: describe an organic reaction: reactants, conditions, products, and yield The reactants are CC(=O)O[BH-](OC(C)=O)OC(C)=O, CN1CCNCC1, CC(=O)O, CCOC(C)=O, COC(=O)c1ccc2c(C3CCCCC3)c3n(c2c1)CC(=O)COc1ccccc1-3, ClCCl, [Na+], [Na+], [OH-]. Yields the product COC(=O)c1ccc2c(C3CCCCC3)c3n(c2c1)CC(N1CCN(C)CC1)COc1ccccc1-3. RXN SMILES: [C:42]([O:43][BH-:44]([O:45][C:46](=[O:47])[CH3:48])[O:49][C:50](=[O:51])[CH3:52])(=[O:53])[CH3:54].[CH3:31][N:32]1[CH2:33][CH2:34][NH:35][CH2:36][CH2:37]1.[CH3:38][C:39](=[O:40])[OH:41].[CH3:61][CH2:62][O:63][C:64]([CH3:65])=[O:66].[CH:1]1([c:7]2[c:8]3[cH:9][cH:10][c:11]([C:27](=[O:28])[O:29][CH3:30])[cH:12][c:13]3[n:14]3[c:21]2-[c:20]2[c:19]([cH:25][cH:24][cH:23][cH:22]2)[O:18][CH2:17][C:16](=[O:26])[CH2:15]3)[CH2:2][CH2:3][CH2:4][CH2:5][CH2:6]1.[Cl:58][CH2:59][Cl:60].[Na+:55].[Na+:57].[OH-:56]>>[CH:1]1([c:7]2[c:8]3[cH:9][cH:10][c:11]([C:27](=[O:28])[O:29][CH3:30])[cH:12][c:13]3[n:14]3[c:21]2-[c:20]2[c:19]([cH:25][cH:24][cH:23][cH:22]2)[O:18][CH2:17][CH:16]([N:35]2[CH2:34][CH2:33][N:32]([CH3:31])[CH2:37][CH2:36]2)[CH2:15]3)[CH2:2][CH2:3][CH2:4][CH2:5][CH2:6]1. The reactants are CI, CC(CO)N1CCc2cc(OCc3cccc(F)c3)ccc2C1=O, [H-], [Na+], O. The product is COCC(C)N1CCc2cc(OCc3cccc(F)c3)ccc2C1=O. As a reaction SMILES: [CH3:27][I:28].[F:1][c:2]1[cH:3][c:4]([CH2:5][O:6][c:7]2[cH:8][c:9]3[c:14]([cH:15][cH:16]2)[C:13](=[O:17])[N:12]([CH:18]([CH2:19][OH:20])[CH3:21])[CH2:11][CH2:10]3)[cH:22][cH:23][cH:24]1.[H-:25].[Na+:26].[OH2:29]>>[F:1][c:2]1[cH:3][c:4]([CH2:5][O:6][c:7]2[cH:8][c:9]3[c:14]([cH:15][cH:16]2)[C:13](=[O:17])[N:12]([CH:18]([CH2:19][O:20][CH3:27])[CH3:21])[CH2:11][CH2:10]3)[cH:22][cH:23][cH:24]1. Reactants: [OH-].C(C1=CC=CC=C1)[N+](C)(C)C (benzyltrimethylammonium hydroxide), CC1(OC2=CC=C(C=C2C2C1O2)C(C(F)(F)F)=O)C (2,2-dimethyl-3,4-epoxy-6-trifluoroacetylchromane), OC1=NC=CC=C1 (2-hydroxypyridine), methanolic solution. Run in O1CCOCC1 (dioxane). The product is O=C1N(C=CC=C1)[C@H]1[C@@H](C(OC2=CC=C(C=C12)C(C(F)(F)F)=O)(C)C)O (trans-4-(1,2-Dihydro-2-oxopyrid-1-yl)-2,2-dimethyl-6-trifluoroacetylchroman-3-ol). As a reaction SMILES: [CH3:1][C:2]1([CH3:19])[CH:11]2[O:12][CH:10]2[C:9]2[C:4](=[CH:5][CH:6]=[C:7]([C:13](=[O:18])[C:14]([F:17])([F:16])[F:15])[CH:8]=2)[O:3]1.[OH:20][C:21]1[CH:26]=[CH:25][CH:24]=[CH:23][N:22]=1.[OH-].C([N+](C)(C)C)C1C=CC=CC=1>O1CCOCC1>[O:20]=[C:21]1[CH:26]=[CH:25][CH:24]=[CH:23][N:22]1[C@@H:10]1[C:9]2[C:4](=[CH:5][CH:6]=[C:7]([C:13](=[O:18])[C:14]([F:17])([F:16])[F:15])[CH:8]=2)[O:3][C:2]([CH3:19])([CH3:1])[C@H:11]1[OH:12] |f:2.3|. Procedure details: A mixture containing 1.9 g of 2,2-dimethyl-3,4-epoxy-6-trifluoroacetylchromane (PREPARATION II), 1.4 g of 2-hydroxypyridine, 5 ml of dioxane and 0.2 ml of a methanolic solution containing 35% of benzyltrimethylammonium hydroxide is refluxed for 20 hours. The residue obtained after concentration under vacuum is taken up with 20 ml of water and the insoluble material is then filtered off and washed with water and boiling isopropyl ether. It is chromatographed on a column of 50 g of silica using a ... The reactants are C=1(C(OC)=CC=CC1)OC (veratrol), S(=O)(=O)(Cl)Cl (sulfuryl chloride). Run at time 1 hour. The product is COC=1C=C(C=CC1OC)Cl (3,4-dimethoxy chlorobenzene). RXN SMILES: [C:1]1([O:9][CH3:10])[C:2](=[CH:5][CH:6]=[CH:7][CH:8]=1)[O:3][CH3:4].S(Cl)([Cl:14])(=O)=O>>[CH3:4][O:3][C:2]1[CH:5]=[C:6]([Cl:14])[CH:7]=[CH:8][C:1]=1[O:9][CH3:10]. Procedure: Into a triple-necked flask of a liter, provided with a magnetic stirring system, with a thermometer, with a calcium chloride trap and with a dropping funnel, were introduced into the cold at about 0° C. and successively 138 g (1 mole) of veratrol then drop by drop 135 g (1 mole) of sulfuryl chloride. When the addition was terminated, the reaction medium was brought to room temperature, then after standing one hour was distilled under reduced pressure. Run in O (Water), C(Cl)Cl (methylene chloride). The product is ClC1=CC=C(NCC(C)NC([C@@H](NC(=O)OC(C)C)C(C)C)=O)C=C1 (N1 -[2-(4-chloroanilino)-1-methylethyl]-N2 -isopropoxycarbonyl-L-valinamide), crystal. Yield: 47.0%. Reported procedure: 1.9 g of N-methylpiperidine was added to a solution containing 3.8 g of N-isopropoxycarbonyl-L-valine dissolved in 80 ml of methylene chloride, at -20° C. After the mixture was stirred for 15 minutes at the same temperature, 2.6 g of isobutyl chloroformate was added to the mixture, and stirred for 1 hour at -20° C. 3.5 g of 2-(4-chloroanilino)-1-methylethylamine was added to this mixture at -60° C., and then the reaction mixture was allowed to sit and warm naturally to room temperature while bei... The reactants are ClC1=CC=C(NCC(C)N)C=C1 (2-(4-chloroanilino)-1-methylethylamine), ClC(=O)OCC(C)C (isobutyl chloroformate), CN1CCCCC1 (N-methylpiperidine), C(C)(C)OC(=O)N[C@@H](C(C)C)C(=O)O (N-isopropoxycarbonyl-L-valine). As a reaction SMILES: CN1CCCCC1.[CH:8]([O:11][C:12]([NH:14][C@H:15]([C:19]([OH:21])=O)[CH:16]([CH3:18])[CH3:17])=[O:13])([CH3:10])[CH3:9].ClC(OCC(C)C)=O.[Cl:30][C:31]1[CH:41]=[CH:40][C:34]([NH:35][CH2:36][CH:37]([NH2:39])[CH3:38])=[CH:33][CH:32]=1>C(Cl)Cl.O>[Cl:30][C:31]1[CH:41]=[CH:40][C:34]([NH:35][CH2:36][CH:37]([NH:39][C:19](=[O:21])[C@H:15]([CH:16]([CH3:17])[CH3:18])[NH:14][C:12]([O:11][CH:8]([CH3:9])[CH3:10])=[O:13])[CH3:38])=[CH:33][CH:32]=1. Run at temperature -20 celsius, time 1 hour. The reactants are CC(C)(C)OC(=O)NC1(C(=O)O)CCN(c2ncnc3[nH]ccc23)CC1, CN1CCCC1=O, CCOC(C)=O, CCN(C(C)C)C(C)C, NC(=O)NCCC(N)c1ccc(Cl)cc1. Yields the product CC(C)(C)OC(=O)NC1(C(=O)NC(CCNC(N)=O)c2ccc(Cl)cc2)CCN(c2ncnc3[nH]ccc23)CC1. RXN SMILES: [C:1]([CH3:2])([CH3:3])([CH3:4])[O:5][C:6](=[O:7])[NH:8][C:9]1([C:24](=[O:25])[OH:26])[CH2:10][CH2:11][N:12]([c:15]2[c:16]3[c:17]([n:18][cH:19][n:20]2)[nH:21][cH:22][cH:23]3)[CH2:13][CH2:14]1.[CH3:51][N:52]1[CH2:53][CH2:54][CH2:55][C:56]1=[O:57].[CH3:58][CH2:59][O:60][C:61]([CH3:62])=[O:63].[CH:27]([N:28]([CH2:29][CH3:30])[CH:31]([CH3:32])[CH3:33])([CH3:34])[CH3:35].[NH2:36][CH:37]([CH2:38][CH2:39][NH:40][C:41](=[O:42])[NH2:43])[c:44]1[cH:45][cH:46][c:47]([Cl:50])[cH:48][cH:49]1>>[C:1]([CH3:2])([CH3:3])([CH3:4])[O:5][C:6](=[O:7])[NH:8][C:9]1([C:24](=[O:25])[NH:36][CH:37]([CH2:38][CH2:39][NH:40][C:41](=[O:42])[NH2:43])[c:44]2[cH:45][cH:46][c:47]([Cl:50])[cH:48][cH:49]2)[CH2:10][CH2:11][N:12]([c:15]2[c:16]3[c:17]([n:18][cH:19][n:20]2)[nH:21][cH:22][cH:23]3)[CH2:13][CH2:14]1. Reactants: CC1=CC=C(C=C1)S(=O)(=O)OCC1OC2=C(C1)C=CC=C2Br ((±)-(7-bromo-2,3-dihydro-1-benzofuran-2-yl)methyl 4-methylbenzenesulfonate), Intermediate 37, ClC=1C=C(C=CC1)B(O)O (3-chlorophenylboronic acid), C([O-])([O-])=O.[K+].[K+] (potassium carbonate). Reagents/catalysts: CC1=C([P](C2=C(C)C=CC=C2)([Pd]([P](C3=C(C)C=CC=C3)(C4=C(C)C=CC=C4)C(C=CC=C5)=C5C)(Cl)Cl)C6=C(C)C=CC=C6)C=CC=C1 (dichlorobis(tri-o-tolylphosphine)-palladium(II)). Product: CC1=CC=C(C=C1)S(=O)(=O)OCC1OC2=C(C1)C=CC=C2C2=C(C=CC=C2)Cl ((±)-[7-(2-chlorophenyl)-2,3-dihydro-1-benzofuran-2-yl]methyl 4-methylbenzenesulfonate). The yield is 72.3%. RXN SMILES: [CH3:1][C:2]1[CH:7]=[CH:6][C:5]([S:8]([O:11][CH2:12][CH:13]2[CH2:17][C:16]3[CH:18]=[CH:19][CH:20]=[C:21](Br)[C:15]=3[O:14]2)(=[O:10])=[O:9])=[CH:4][CH:3]=1.[Cl:23][C:24]1[CH:25]=[C:26](B(O)O)[CH:27]=[CH:28][CH:29]=1.C(=O)([O-])[O-].[K+].[K+]>CC1C=CC=CC=1[P](C1C=CC=CC=1C)([Pd](Cl)(Cl)[P](C1=C(C)C=CC=C1)(C1C=CC=CC=1C)C1C=CC=CC=1C)C1C=CC=CC=1C>[CH3:1][C:2]1[CH:7]=[CH:6][C:5]([S:8]([O:11][CH2:12][CH:13]2[CH2:17][C:16]3[CH:18]=[CH:19][CH:20]=[C:21]([C:29]4[CH:28]=[CH:27][CH:26]=[CH:25][C:24]=4[Cl:23])[C:15]=3[O:14]2)(=[O:10])=[O:9])=[CH:4][CH:3]=1 |f:2.3.4,^1:45,56|. Procedure details: Treatment of (±)-(7-bromo-2,3-dihydro-1-benzofuran-2-yl)methyl 4-methylbenzenesulfonate (3.00 g, 7.83 mmol) with 3-chlorophenylboronic acid (1.84 g, 11.74 mmol), dichlorobis(tri-o-tolylphosphine)-palladium(II) (0.308 g, 0.391 mmol), and potassium carbonate (2.70 g, 19.57 mmol) generally according to the procedure described for Intermediate 37 provided 2.35 g (72%) of (±)-[7-(2-chlorophenyl)-2,3-dihydro-1-benzofuran-2-yl]methyl 4-methylbenzenesulfonate as a tan solid. mp 100-103° C.; Anal. calcd....